From a dataset of the Open Reaction Database (ORD), a public repository of structured organic reaction records. describe an organic reaction: reactants, conditions, products, and yield RXN SMILES: [CH2:11]([CH3:12])[I:13].[CH2:14]1[O:15][CH2:16][CH2:17][CH2:18]1.[H-:9].[NH2:1][CH:2]([CH2:3][SH:4])[CH2:5][CH:6]([CH3:7])[CH3:8].[Na+:10]>>[NH2:1][CH:2]([CH2:3][S:4][CH2:11][CH3:12])[CH2:5][CH:6]([CH3:7])[CH3:8]. The reactants are CCI, C1CCOC1, [H-], CC(C)CC(N)CS, [Na+]. The product is CCSCC(N)CC(C)C. The reactants are [Br-], O=C1CCCC2CN(Cc3ccccc3)CC12, CCOCC, COc1ccccc1[Mg+], [Cl-], [NH4+], C1CCOC1. Product: COc1ccccc1C1(O)CCCC2CN(Cc3ccccc3)CC21. As a reaction SMILES: [Br-:1].[CH2:11]([c:12]1[cH:13][cH:14][cH:15][cH:16][cH:17]1)[N:18]1[CH2:19][CH:20]2[CH2:21][CH2:22][CH2:23][C:24](=[O:27])[CH:25]2[CH2:26]1.[CH2:35]([O:36][CH2:37][CH3:38])[CH3:39].[CH3:2][O:3][c:4]1[c:5]([Mg+:10])[cH:6][cH:7][cH:8][cH:9]1.[Cl-:28].[NH4+:29].[O:30]1[CH2:31][CH2:32][CH2:33][CH2:34]1>>[CH3:2][O:3][c:4]1[c:5]([C:24]2([OH:27])[CH2:23][CH2:22][CH2:21][CH:20]3[CH2:19][N:18]([CH2:11][c:12]4[cH:13][cH:14][cH:15][cH:16][cH:17]4)[CH2:26][CH:25]32)[cH:6][cH:7][cH:8][cH:9]1.